Dataset: the Open Reaction Database (ORD), a public repository of structured organic reaction records. Task: describe an organic reaction: reactants, conditions, products, and yield Starting materials: O=C([O-])[O-], CC1(C)CCC(=O)c2c(OCOCC[Si](C)(C)C)cc(C#C[Si](C)(C)C)cc21, CO, [K+], [K+]. The product is C#Cc1cc(OCOCC[Si](C)(C)C)c2c(c1)C(C)(C)CCC2=O. As a reaction SMILES: [C:29](=[O:30])([O-:31])[O-:32].[CH3:1][C:2]1([CH3:28])[CH2:3][CH2:4][C:5](=[O:27])[c:6]2[c:7]([O:18][CH2:19][O:20][CH2:21][CH2:22][Si:23]([CH3:24])([CH3:25])[CH3:26])[cH:8][c:9]([C:12]#[C:13][Si:14]([CH3:15])([CH3:16])[CH3:17])[cH:10][c:11]21.[CH3:35][OH:36].[K+:33].[K+:34]>>[CH3:1][C:2]1([CH3:28])[CH2:3][CH2:4][C:5](=[O:27])[c:6]2[c:7]([O:18][CH2:19][O:20][CH2:21][CH2:22][Si:23]([CH3:24])([CH3:25])[CH3:26])[cH:8][c:9]([C:12]#[CH:13])[cH:10][c:11]21. Reactants: NC1=C(C=CC(=C1)S(=O)C1=CC=CC=C1)[N+](=O)[O-] (1-amino-5-phenylsulfinyl-2-nitrobenzene), COC(=O)Cl (methylchloroformate), COC(=O)N=C=S (methoxycarbonyl isothiocyanate), [S-]C#N.[K+] (potassium thiocyanate). The solvent is CC(=O)C (acetone), CC(=O)C (acetone). The product is COC(=O)NC(NC1=C(C=CC(=C1)S(=O)C1=CC=CC=C1)[N+](=O)[O-])=S (1-(3-methoxycarbonyl-2-thioureido)-5-phenylsulfinyl-2-nitrobenzene). RXN SMILES: [NH2:1][C:2]1[CH:7]=[C:6]([S:8]([C:10]2[CH:15]=[CH:14][CH:13]=[CH:12][CH:11]=2)=[O:9])[CH:5]=[CH:4][C:3]=1[N+:16]([O-:18])=[O:17].[CH3:19][O:20][C:21]([N:23]=[C:24]=[S:25])=[O:22].[S-]C#N.[K+].COC(Cl)=O>CC(C)=O>[CH3:19][O:20][C:21]([NH:23][C:24](=[S:25])[NH:1][C:2]1[CH:7]=[C:6]([S:8]([C:10]2[CH:15]=[CH:14][CH:13]=[CH:12][CH:11]=2)=[O:9])[CH:5]=[CH:4][C:3]=1[N+:16]([O-:18])=[O:17])=[O:22] |f:2.3|. Reported procedure: A suspension of 5.2 g. of 1-amino-5-phenylsulfinyl-2-nitrobenzene in 50 ml. of acetone is treated at 20°-25° C with a solution of 100 ml. of methoxycarbonyl isothiocyanate (made from 0.125 mol. (each) of potassium thiocyanate and methylchloroformate) in acetone. After several days, the solvent is stripped off under vacuum and the residue triturated with ether. Recrystallization of the crude product from methanol-chloroform yields 1-(3-methoxycarbonyl-2-thioureido)-5-phenylsulfinyl-2-nitrobenzene... As a reaction SMILES: [OH:1][C@@H:2]1[CH2:7][CH2:6][C@H:5]([C:8]([O:10][CH3:11])=[O:9])[C@H:4]([O:12][CH3:13])[CH2:3]1.[CH3:14][S:15](Cl)(=[O:17])=[O:16]>ClCCl>[CH3:13][O:12][C@@H:4]1[CH2:3][C@H:2]([O:1][S:15]([CH3:14])(=[O:17])=[O:16])[CH2:7][CH2:6][C@@H:5]1[C:8]([O:10][CH3:11])=[O:9]. The solvent is ClCCl (dichloromethane). Procedure: A solution of methyl (1S,2R,4R)-4-hydroxy-2-methoxycyclohexanecarboxylate (racemic) (1.14 g, 6.06 mmol) in dichloromethane (30 mL) was treated with methanesulfonyl chloride (0.938 mL, 12.1 mmol) dropwise at 0° C. The mixture was stirred at 0° C. for 2 h and partitioned between ethyl acetate and water. The organic phase was concentrated and purified on silica gel (eluting with 50% ethyl acetate in hexanes) to give the desired product (1.48 g, 93%). 1H NMR (400 MHz, CDCl3) δ 4.89 (1H, m), 3.70 (3H... Product: CO[C@H]1[C@H](CC[C@H](C1)OS(=O)(=O)C)C(=O)OC (Methyl (1S,2R,4R)-2-methoxy-4-[(methylsulfonyl)oxy]cyclohexanecarboxylate). Yield: 91.7%. Run at temperature 0 celsius, time 2 hour. Starting materials: O[C@H]1C[C@H]([C@H](CC1)C(=O)OC)OC (methyl (1S,2R,4R)-4-hydroxy-2-methoxycyclohexanecarboxylate), CS(=O)(=O)Cl (methanesulfonyl chloride). Starting materials: Nc1ncnn2c(C3CCCCN3)cc(-c3ccc4cn(Cc5ccccc5)nc4c3)c12, CN(C)CC(=O)O, CCN(C(C)C)C(C)C, CN(C)C=O, On1nnc2ccccc21. Yields the product CN(C)CC(=O)N1CCCCC1c1cc(-c2ccc3cn(Cc4ccccc4)nc3c2)c2c(N)ncnn12. As a reaction SMILES: [CH2:1]([c:2]1[cH:3][cH:4][cH:5][cH:6][cH:7]1)[n:8]1[n:9][c:10]2[cH:11][c:12](-[c:17]3[cH:18][c:19]([CH:27]4[NH:28][CH2:29][CH2:30][CH2:31][CH2:32]4)[n:20]4[n:21][cH:22][n:23][c:24]([NH2:26])[c:25]34)[cH:13][cH:14][c:15]2[cH:16]1.[CH3:33][N:34]([CH3:35])[CH2:36][C:37]([OH:38])=[O:39].[CH:50]([N:51]([CH2:52][CH3:53])[CH:54]([CH3:55])[CH3:56])([CH3:57])[CH3:58].[O:59]=[CH:60][N:61]([CH3:62])[CH3:63].[OH:40][n:41]1[c:42]2[c:43]([cH:44][cH:45][cH:46][cH:47]2)[n:48][n:49]1>>[CH2:1]([c:2]1[cH:3][cH:4][cH:5][cH:6][cH:7]1)[n:8]1[n:9][c:10]2[cH:11][c:12](-[c:17]3[cH:18][c:19]([CH:27]4[N:28]([C:37]([CH2:36][N:34]([CH3:33])[CH3:35])=[O:38])[CH2:29][CH2:30][CH2:31][CH2:32]4)[n:20]4[n:21][cH:22][n:23][c:24]([NH2:26])[c:25]34)[cH:13][cH:14][c:15]2[cH:16]1.